Dataset: the Open Reaction Database (ORD), a public repository of structured organic reaction records. Task: describe an organic reaction: reactants, conditions, products, and yield Starting materials: C1CCOC1, CO, COC(=O)c1ccc2c(c1)C(N(CC(F)(F)F)C(=O)c1ccccc1Cl)CC2, [Li+], [OH-], O. The product is O=C(O)c1ccc2c(c1)C(N(CC(F)(F)F)C(=O)c1ccccc1Cl)CC2. RXN SMILES: [CH2:34]1[O:35][CH2:36][CH2:37][CH2:38]1.[CH3:32][OH:33].[Cl:3][c:4]1[c:5]([C:6](=[O:7])[N:8]([CH2:9][C:10]([F:11])([F:12])[F:13])[CH:14]2[CH2:15][CH2:16][c:17]3[cH:18][cH:19][c:20]([C:23](=[O:24])[O:25][CH3:26])[cH:21][c:22]32)[cH:27][cH:28][cH:29][cH:30]1.[Li+:2].[OH-:1].[OH2:31]>>[Cl:3][c:4]1[c:5]([C:6](=[O:7])[N:8]([CH2:9][C:10]([F:11])([F:12])[F:13])[CH:14]2[CH2:15][CH2:16][c:17]3[cH:18][cH:19][c:20]([C:23](=[O:24])[OH:25])[cH:21][c:22]32)[cH:27][cH:28][cH:29][cH:30]1. Reactants: C(C)(C)(C)OC(=O)N[C@@H](CO)C(=O)O (Nα-t-butoxycarbonyl-L-serine), C1(CCCCC1)C(=O)O (cyclohexane carboxylic acid), CO (methanol), C(C)(C)(C)OC(=O)N[C@@H](CC1=CC=C(C=C1)OCC1=CC=CC=C1)C(=O)O (Nα-t-butoxycarbonyl-O-benzyl-L-tyrosine), C(C)(C)(C)OC(=O)N[C@@H](CSCC1=CC=CC=C1)C(=O)O (Nα-t-butoxycarbonyl-S-benzyl-L-cysteine). Run in C(C)N(CC)CC (triethylamine). Yields the product COC([C@@H](NC([C@@H](NC([C@@H](NC(=O)C1CCCCC1)CSCC1=CC=CC=C1)=O)CC1=CC=C(C=C1)OCC1=CC=CC=C1)=O)COCC1=CC=CC=C1)=O (Nα-Cyclohexylcarbonyl-S-benzyl-L-cysteinyl-O-benzyl-L-tyrosyl-O-benzyl-L-serine methyl ester). Reaction SMILES: C(O[C:6]([NH:8][C@H:9]([C:12]([OH:14])=O)[CH2:10][OH:11])=[O:7])(C)(C)C.C(O[C:20]([NH:22][C@H:23](C(O)=O)[CH2:24][C:25]1[CH:30]=[CH:29][C:28]([O:31][CH2:32][C:33]2[CH:38]=[CH:37][CH:36]=[CH:35][CH:34]=2)=[CH:27][CH:26]=1)=[O:21])(C)(C)C.C(O[C:47]([NH:49][C@H:50](C(O)=O)[CH2:51][S:52][CH2:53][C:54]1[CH:59]=[CH:58][CH:57]=[CH:56][CH:55]=1)=[O:48])(C)(C)C.[CH:63]1([C:69](O)=O)[CH2:68][CH2:67][CH2:66][CH2:65][CH2:64]1.[CH3:72][OH:73]>C(N(CC)CC)C>[CH3:72][O:73][C:12](=[O:14])[C@H:9]([CH2:10][O:11][CH2:69][C:63]1[CH:68]=[CH:67][CH:66]=[CH:65][CH:64]=1)[NH:8][C:6](=[O:7])[C@H:23]([CH2:24][C:25]1[CH:26]=[CH:27][C:28]([O:31][CH2:32][C:33]2[CH:34]=[CH:35][CH:36]=[CH:37][CH:38]=2)=[CH:29][CH:30]=1)[NH:22][C:20](=[O:21])[C@H:50]([CH2:51][S:52][CH2:53][C:54]1[CH:55]=[CH:56][CH:57]=[CH:58][CH:59]=1)[NH:49][C:47]([CH:25]1[CH2:30][CH2:29][CH2:28][CH2:27][CH2:26]1)=[O:48]. Procedure: Nα-Cyclohexylcarbonyl-S-benzyl-L-cysteinyl-O-benzyl-L-tyrosyl-O-benzyl-L-serine methyl ester is obtained by reacting Nα-t-butoxycarbonyl-L-serine resin (10 g.) successively with 11.2 g., 30 mmol of Nα-t-butoxycarbonyl-O-benzyl-L-tyrosine, 9.4 g., 30 mmol, of Nα-t-butoxycarbonyl-S-benzyl-L-cysteine and 3.9 g., 30 mmol, of cyclohexane carboxylic acid in the solid phase procedure according to Example 10. The resin is suspended in 250 ml. of absolute methanol containing 25 ml. of triethylamine at ro... The reactants are C1CCOC1, CC1(C)CN(C(=O)Oc2ccccc2)c2cc(NC(=O)Nc3ccc(Oc4ccnc(NCCCO)n4)cc3)ccc21. Product: CC1(C)CNc2cc(NC(=O)Nc3ccc(Oc4ccnc(NCCCO)n4)cc3)ccc21. RXN SMILES: [CH2:43]1[O:44][CH2:45][CH2:46][CH2:47]1.[c:1]1([O:2][C:3](=[O:4])[N:10]2[CH2:11][C:12]([CH3:41])([CH3:42])[c:13]3[cH:14][cH:15][c:16]([NH:19][C:20](=[O:21])[NH:22][c:23]4[cH:24][cH:25][c:26]([O:29][c:30]5[n:31][c:32]([NH:36][CH2:37][CH2:38][CH2:39][OH:40])[n:33][cH:34][cH:35]5)[cH:27][cH:28]4)[cH:17][c:18]32)[cH:5][cH:6][cH:7][cH:8][cH:9]1>>[NH:10]1[CH2:11][C:12]([CH3:41])([CH3:42])[c:13]2[cH:14][cH:15][c:16]([NH:19][C:20](=[O:21])[NH:22][c:23]3[cH:24][cH:25][c:26]([O:29][c:30]4[n:31][c:32]([NH:36][CH2:37][CH2:38][CH2:39][OH:40])[n:33][cH:34][cH:35]4)[cH:27][cH:28]3)[cH:17][c:18]21. The reactants are C(C)=O (acetaldehyde), C12(C(=O)CC(CC1)C2(C)C)CS(=O)(=O)O ((±) 10-camphor sulphonic acid), ClC=1C=C(C(=C(C1)S(=O)(=O)N)N)CC (5-chloro-3-ethyl-2-aminobenzenesulfonamide). The solvent is C(C)#N (acetonitrile). Reaction conditions: temperature 0 celsius, time 1 hour. The product is ClC1=CC2=C(NC(NS2(=O)=O)C)C(=C1)CC (7-chloro-5-ethyl-3-methyl-3,4-dihydro-2H-1,2,4 benzothiadiazine S,S-dioxide). RXN SMILES: [Cl:1][C:2]1[CH:3]=[C:4]([CH2:13][CH3:14])[C:5]([NH2:12])=[C:6]([S:8]([NH2:11])(=[O:10])=[O:9])[CH:7]=1.[CH:15](=O)[CH3:16].C12(CS(O)(=O)=O)C(C)(C)C(CC1)CC2=O>C(#N)C>[Cl:1][C:2]1[CH:3]=[C:4]([CH2:13][CH3:14])[C:5]2[NH:12][CH:15]([CH3:16])[NH:11][S:8](=[O:10])(=[O:9])[C:6]=2[CH:7]=1. Reported procedure: To a 25 mL RB flask was added 5-chloro-3-ethyl-2-aminobenzenesulfonamide D (0.4074 g, 1.74 mmol), 8.5 mL acetonitrile, and 3Å molecular sieves. The stirring solution was cooled to 0° C. and acetaldehyde (0.15 mL, 2.68 mmol) and (±) 10-camphor sulphonic acid (catalytic) were added. After 1 h at 0° C., the reaction was filtered through Celite and solvent was removed to give crude D1. The light brown solid was dissolved in EtOAc, passed through silica, and concentrated to give pure D1 (0.4426 g, 98... The reactants are [C]=O (carbon monoxide), [H][H] (hydrogen), steel, C=CC1=CC=CC=C1 (styrene), C1=CC=CC=C1 (benzene). The reagents and catalysts are C/C(=C/C(=O)C)/O.[C-]#[O+].[C-]#[O+].[Rh] (Rhodium Dicarbonylacetyl-acetonate). Product: CC(C=O)C1=CC=CC=C1 (α-methylphenylacetaldehyde), C(CCC1=CC=CC=C1)=O (dihydrocinnamaldehyde). Reaction SMILES: [CH2:1]=[CH:2][C:3]1C=CC=CC=1.[C]=[O:10].[H][H].[CH:13]1[CH:18]=[CH:17][CH:16]=[CH:15][CH:14]=1>C/C(/O)=C/C(C)=O.[C-]#[O+].[C-]#[O+].[Rh]>[CH3:1][CH:2]([C:13]1[CH:18]=[CH:17][CH:16]=[CH:15][CH:14]=1)[CH:3]=[O:10].[CH:3](=[O:10])[CH2:2][CH2:1][C:13]1[CH:18]=[CH:17][CH:16]=[CH:15][CH:14]=1 |f:4.5.6.7,^3:8|. Procedure details: Into a 50-ml stainless-steel autoclave were introduced 15 mg of the rhodium complex synthesized in Example 3 (containing 0.0031 mmol of rhodium), 0.71 ml (6.20 mmol) of styrene, and 0.35 ml of benzene. The contents were stirred at 60° C. for 40 hours in an atmosphere of 50-atm carbon monoxide and 50-atm hydrogen. A small portion of the reaction mixture was taken out and filtered to remove the catalyst. This reaction mixture was analyzed by 1H NMR spectrometry to determine the conversion. As a re... Reactants: FC(OC1=CC=C(C(=O)O)C=C1)(F)F (4-(Trifluoromethoxy)benzoic acid), BrBr (bromine), O (water). The reagents and catalysts are [Fe](Cl)(Cl)Cl (iron(III) chloride). The solvent is [N+](=O)([O-])C (nitromethane). Run at temperature 110 celsius. Product: BrC=1C=C(C(=O)O)C=CC1OC(F)(F)F (3-Bromo-4-(trifluoromethoxy)benzoic Acid). Yield: 54.3%. RXN SMILES: [F:1][C:2]([F:14])([F:13])[O:3][C:4]1[CH:12]=[CH:11][C:7]([C:8]([OH:10])=[O:9])=[CH:6][CH:5]=1.[Br:15]Br.O>[N+](C)([O-])=O.[Fe](Cl)(Cl)Cl>[Br:15][C:5]1[CH:6]=[C:7]([CH:11]=[CH:12][C:4]=1[O:3][C:2]([F:13])([F:14])[F:1])[C:8]([OH:10])=[O:9]. Reported procedure: 4-(Trifluoromethoxy)benzoic acid (2 g, 9.70 mmol) and iron(III) chloride (1.574 g, 9.70 mmol) were suspended in nitromethane (20 mL). To this mixture was added bromine (0.497 mL, 9.70 mmol) at 0° C. The solution was heated under microwave irradiation at 110° C. for 2 h. The reaction mixture was added to cold water (100 mL) and extracted with ethylacetate (2×100 mL). The organic phase was washed with an aqueous solution of sodium thiosulfate pentahydrate and brine. The organic layer was concentra... Starting materials: [Li+].C[Si](C)(C)[N-][Si](C)(C)C (LiHMDS), C(C)(=O)O.N1=CNC2=C1C=CC=C2 (benzimidazole acetate), NC1=C(C#N)C=CC=C1 (2-aminobenzonitrile). Run in C1CCOC1 (THF), C1CCOC1 (THF). Reaction conditions: time 20 minute. The product is NC1=CC=NC2=CC=CC=C12 (4-amino quinoline). As a reaction SMILES: [Li+].C[Si]([N-][Si](C)(C)C)(C)C.C(O)(=O)C.N1[C:19]2[CH:20]=[CH:21][CH:22]=[CH:23][C:18]=2[NH:17][CH:16]=1.[NH2:24][C:25]1C=CC=C[C:26]=1C#N>C1COCC1>[NH2:24][C:25]1[C:19]2[C:18](=[CH:23][CH:22]=[CH:21][CH:20]=2)[N:17]=[CH:16][CH:26]=1 |f:0.1,2.3|. Reported procedure: LiHMDS (3-4 eq) was added to the benzimidazole acetate (1.0 eq) in THF (at a constant temperature ranging from −78° C. to 0° C.). After 20 minutes, a solution of the 2-aminobenzonitrile (1.1 eq) in THF was then added. The resulting mixture was allowed to warm to room temperature, stirred for 1-3 hours and was then heated to approx. 40° C.-65° C.(1 hour to 12 hours). The mixture was cooled to 0° C. and quenched with NH4Cl (aq, saturated). The aqueous phase was extracted with Ch2Cl2 or EtOAc, and ... Reactants: [OH-].[Na+] (NaOH), BrC=1C=CC(=C(CC2=CC=C(C=C2)CO)C1)Cl ((4-(5-bromo-2-chlorobenzyl)phenyl)methanol), CC(=O)OI1(C=2C=CC=CC2C(=O)O1)(OC(=O)C)OC(=O)C (Dess-Martin periodinane). Solvent: C(Cl)Cl (CH2Cl2), C(Cl)Cl (CH2Cl2), C(Cl)Cl (CH2Cl2). Conditions: time 1 hour. The product is BrC=1C=CC(=C(CC2=CC=C(C=O)C=C2)C1)Cl (4-(5-bromo-2-chlorobenzyl)benzaldehyde). RXN SMILES: [Br:1][C:2]1[CH:3]=[CH:4][C:5]([Cl:17])=[C:6]([CH:16]=1)[CH2:7][C:8]1[CH:13]=[CH:12][C:11]([CH2:14][OH:15])=[CH:10][CH:9]=1.CC(OI1(OC(C)=O)(OC(C)=O)OC(=O)C2C=CC=CC1=2)=O.[OH-].[Na+]>C(Cl)Cl>[Br:1][C:2]1[CH:3]=[CH:4][C:5]([Cl:17])=[C:6]([CH:16]=1)[CH2:7][C:8]1[CH:13]=[CH:12][C:11]([CH:14]=[O:15])=[CH:10][CH:9]=1 |f:2.3|. Reported procedure: To a solution of (4-(5-bromo-2-chlorobenzyl)phenyl)methanol (intermediate AK) (1 g) in CH2Cl2 (10 mL), the solution of Dess-Martin periodinane (DMP) (1.22 g) in CH2Cl2 (10 mL) was added dropwise at 0° C. The mixture was warmed to room temperature, and the reaction was monitored by TLC. After 1 h, CH2Cl2 was added to dilute the solution and 1 M NaOH was added to quench the reaction. The CH2Cl2 layer was separated and washed with aqueous NaHSO3 and brine, and dried over Na2SO4. The solvent was eva...